From a dataset of the Open Reaction Database (ORD), a public repository of structured organic reaction records. describe an organic reaction: reactants, conditions, products, and yield Starting materials: FC1=CC(=CC(=C1)C(C(F)(F)F)(C(F)(F)F)O)F (1,3-Difluoro-5-(hexafluoro-2-hydroxyprop-2-yl)benzene), O (H2O), C[Si](CCS)(C)C (2-Trimethylsilylethane thiol), [H-].[Na+] (NaH). Solvent: CN(C)C=O (DMF), CN(C)C=O (DMF). Reaction conditions: temperature 70 celsius, time 20 minute. Product: FC=1C=C(C=C(C1)SCC[Si](C)(C)C)C(C(F)(F)F)(C(F)(F)F)O (5-Fluoro-3-(hexafluoro-2-hydroxyprop-2-yl)-1-(2-trimethylsilylethylthio)benzene). Isolated yield 55.0%. Reaction SMILES: [CH3:1][Si:2]([CH3:7])([CH3:6])[CH2:3][CH2:4][SH:5].[H-].[Na+].[F:10][C:11]1[CH:16]=[C:15]([C:17]([OH:26])([C:22]([F:25])([F:24])[F:23])[C:18]([F:21])([F:20])[F:19])[CH:14]=[C:13](F)[CH:12]=1.O>CN(C=O)C>[F:10][C:11]1[CH:16]=[C:15]([C:17]([OH:26])([C:18]([F:19])([F:20])[F:21])[C:22]([F:24])([F:25])[F:23])[CH:14]=[C:13]([S:5][CH2:4][CH2:3][Si:2]([CH3:7])([CH3:6])[CH3:1])[CH:12]=1 |f:1.2|. Procedure: 2-Trimethylsilylethane thiol (2.9 g, 21.9 mmol) was added dropwise to a suspension of NaH (1.8 g, 43.8 mmol) in dry DMF (60 mL) and stirred for 20 min. Then 1,3-difluoro-5-(hexafluoro-2-hydroxyprop-2-yl)benzene (Step 1 ) was added in dry DMF and the resulting reaction mixture was heated at 70° C. for 16 h. The reaction mixture was then added carefully to H2O and extracted with EtOAc. The combined organic phases were washed with brine, dried and evaporated to give a residue which was chromatograp...